Dataset: the Open Reaction Database (ORD), a public repository of structured organic reaction records. Task: describe an organic reaction: reactants, conditions, products, and yield The reactants are NC1(C(NC2=CC=C(C=C12)Cl)=O)C1=C(C=CC=C1)OC (3-amino-5-chloro-3-(2-methoxyphenyl)-1,3-dihydro-2H-indol-2-one), COC1=CC(=C(C=C1)S(=O)(=O)Cl)OC(F)(F)F (4-methoxy-2-(trifluoromethoxy)benzene sulfonyl chloride), 1.18A. Yields the product NC1(C(N(C2=CC=C(C=C12)Cl)S(=O)(=O)C1=C(C=C(C=C1)OC)OC(F)(F)F)=O)C1=C(C=CC=C1)OC (3-amino-5-chloro-3-(2-methoxyphenyl)-1-{[4-methoxy-2-(trifluoromethoxy)phenyl]sulfonyl}-1,3-dihydro-2H-indol-2-one). RXN SMILES: [NH2:1][C:2]1([C:13]2[CH:18]=[CH:17][CH:16]=[CH:15][C:14]=2[O:19][CH3:20])[C:10]2[C:5](=[CH:6][CH:7]=[C:8]([Cl:11])[CH:9]=2)[NH:4][C:3]1=[O:12].[CH3:21][O:22][C:23]1[CH:28]=[CH:27][C:26]([S:29](Cl)(=[O:31])=[O:30])=[C:25]([O:33][C:34]([F:37])([F:36])[F:35])[CH:24]=1>>[NH2:1][C:2]1([C:13]2[CH:18]=[CH:17][CH:16]=[CH:15][C:14]=2[O:19][CH3:20])[C:10]2[C:5](=[CH:6][CH:7]=[C:8]([Cl:11])[CH:9]=2)[N:4]([S:29]([C:26]2[CH:27]=[CH:28][C:23]([O:22][CH3:21])=[CH:24][C:25]=2[O:33][C:34]([F:35])([F:36])[F:37])(=[O:31])=[O:30])[C:3]1=[O:12]. Reported procedure: With 5.54 g of 3-amino-5-chloro-3-(2-methoxyphenyl)-1,3-dihydro-2H-indol-2-one 5.00 g, 4-methoxy-2-(trifluoromethoxy)benzene sulfonyl chloride, which is the compound described in Preparation 1.18A of the brochure Publication No. WO03/008407, as starting materials, 4.99 g of the title compound (light yellow solid) was obtained by a similar method to Example 2. Reactants: COC(=O)[C@@]12C(=C[C@@H](CC1)C2(C)C)OS(=O)(=O)C(F)(F)F ((1S,4R)-methyl-7,7-dimethyl-2-(trifluoromethylsulfonyloxy)bicyclo[2.2.1]hept-2-ene-1-carboxylate), COC(=O)[C@]12C(=C[C@H](CC1)C2(C)C)C2=C(C=C(C=C2OC)C(C)(CCCCCC)C)OC ((1R,4S)-methyl-2-(2,6-dimethoxy-4-(2-methyloctan-2-yl)phenyl)-7,7-dimethylbicyclo[2.2.1]hept-2-ene-1-carboxylate), oil. Product: COC(=O)[C@@]12C(=C[C@@H](CC1)C2(C)C)C2=C(C=C(C=C2OC)C(C)(CCCCCC)C)OC ((1S,4R)-methyl-2-(2,6-dimethoxy-4-(2-methyloctan-2-yl)phenyl)-7,7-dimethylbicyclo[2.2.1]hept-2-ene-1-carboxylate). As a reaction SMILES: COC([C@]12C(C)(C)[C@H](CC1)C=C2OS(C(F)(F)F)(=O)=O)=O.[CH3:22][O:23][C:24]([C@@:26]12[C:32]([CH3:34])([CH3:33])[C@@H:29]([CH2:30][CH2:31]1)[CH:28]=[C:27]2[C:35]1[C:40]([O:41][CH3:42])=[CH:39][C:38]([C:43]([CH3:51])([CH2:45][CH2:46][CH2:47][CH2:48][CH2:49][CH3:50])[CH3:44])=[CH:37][C:36]=1[O:52][CH3:53])=[O:25]>>[CH3:22][O:23][C:24]([C@:26]12[C:32]([CH3:33])([CH3:34])[C@H:29]([CH2:30][CH2:31]1)[CH:28]=[C:27]2[C:35]1[C:36]([O:52][CH3:53])=[CH:37][C:38]([C:43]([CH3:51])([CH2:45][CH2:46][CH2:47][CH2:48][CH2:49][CH3:50])[CH3:44])=[CH:39][C:40]=1[O:41][CH3:42])=[O:25]. Reported procedure: The title compound was prepared from 9b by the general procedure described for compound 11a. Yellowish oil (69%). 1H NMR (300 MHz, CDCl3) δ ppm 6.45 (s, 2H), 6.28 (d, J=3.42 Hz, 1H), 3.72 (s, 6H), 3.45 (s, 3H), 2.43 (m, 2H), 1.80-2.03 (m, 1H), 1.53-1.58 (m, 2H), 1.26 (s, 6H), 1.13-1.22 (m, 7H), 1.11 (s, 3H), 0.98-1.08 (m, 3H), 0.97 (s, 3H), 0.84 (t, J=6.79 Hz, 3H). Exact mass calculated for C28H42O4 m/e 442.31. found 442.91. Anal. calcd. for C28H42O4: C, 75.98; H, 9.56. Found: C, 75.58; H, 9.70.